From a dataset of the Open Reaction Database (ORD), a public repository of structured organic reaction records. describe an organic reaction: reactants, conditions, products, and yield Starting materials: O1C(=CC=C1)C=O (2-furaldehyde), [Cl-].[NH4+] (ammonium chloride), BrC1=CC(=C(C(=C1)C)I)C (4-Bromo-2,6-dimethyl-1-iodobenzene), C(C)(C)[Mg]Cl (Isopropylmagnesium chloride). The solvent is O1CCCC1 (tetrahydrofuran), O1CCCC1 (tetrahydrofuran). Run at temperature -78 celsius, time 30 minute. The product is BrC1=CC(=C(C(=C1)C)C1=C(OC=C1)CO)C (([4-bromo-2,6-dimethylphenyl]furan-2-yl)methanol). The yield is 82.5%. RXN SMILES: [Br:1][C:2]1[CH:7]=[C:6]([CH3:8])[C:5](I)=[C:4]([CH3:10])[CH:3]=1.C([Mg]Cl)(C)C.[O:16]1[CH:20]=[CH:19][CH:18]=[C:17]1[CH:21]=[O:22].[Cl-].[NH4+]>O1CCCC1>[Br:1][C:2]1[CH:7]=[C:6]([CH3:8])[C:5]([C:18]2[CH:19]=[CH:20][O:16][C:17]=2[CH2:21][OH:22])=[C:4]([CH3:10])[CH:3]=1 |f:3.4|. Procedure: 4-Bromo-2,6-dimethyl-1-iodobenzene (5 g, 16 mmol) is dissolved in dry tetrahydrofuran (20 ml) and cooled to −78° C. under an atmosphere of dry nitrogen. Isopropylmagnesium chloride (2M solution in tetrahydrofuran, 10 ml, 20 mmol) is added dropwise with vigorous stirring over 30 minutes. When the addition is complete, the reaction is allowed to warm to room temperature and is stirred for 30 minutes at room temperature. The reaction mixture is cooled to −78° C. and a solution of 2-furaldehyde (2.4...